From a dataset of the Open Reaction Database (ORD), a public repository of structured organic reaction records. describe an organic reaction: reactants, conditions, products, and yield Reactants: O=[N+]([O-])c1ccc(CBr)cc1F, O=C([O-])[O-], CC#N, [K+], [K+], c1c[nH]cn1. Product: O=[N+]([O-])c1ccc(Cn2ccnc2)cc1F. As a reaction SMILES: [Br:7][CH2:8][c:9]1[cH:10][c:11]([F:18])[c:12]([N+:15](=[O:16])[O-:17])[cH:13][cH:14]1.[C:1](=[O:2])([O-:3])[O-:4].[CH3:24][C:25]#[N:26].[K+:5].[K+:6].[nH:19]1[cH:20][n:21][cH:22][cH:23]1>>[CH2:8]([c:9]1[cH:10][c:11]([F:18])[c:12]([N+:15](=[O:16])[O-:17])[cH:13][cH:14]1)[n:19]1[cH:20][n:21][cH:22][cH:23]1. The reactants are CCOC(C)=O, O=C(OO)c1cccc(Cl)c1, CC(C)(C)OC(=O)NCCc1ccccn1. Yields the product CC(C)(C)OC(=O)[NH+]([O-])CCc1ccccn1. As a reaction SMILES: [CH3:28][CH2:29][O:30][C:31](=[O:32])[CH3:33].[OH:17][O:18][C:19]([c:20]1[cH:21][c:22]([Cl:23])[cH:24][cH:25][cH:26]1)=[O:27].[n:1]1[c:2]([CH2:7][CH2:8][NH:9][C:10]([O:11][C:12]([CH3:13])([CH3:14])[CH3:15])=[O:16])[cH:3][cH:4][cH:5][cH:6]1>>[n:1]1[c:2]([CH2:7][CH2:8][NH+:9]([C:10]([O:11][C:12]([CH3:13])([CH3:14])[CH3:15])=[O:16])[O-:17])[cH:3][cH:4][cH:5][cH:6]1.